This data is from the Open Reaction Database (ORD), a public repository of structured organic reaction records. The task is: describe an organic reaction: reactants, conditions, products, and yield The reactants are CC(C)c1cc(C(C)C)c(Br)c(O)c1Br, COCCl, [Cl-], S=C=S. The product is CC(C)c1c(Br)c(O)c(Br)c(C(C)C)c1CCl. As a reaction SMILES: [Br:1][c:2]1[c:3]([OH:15])[c:4]([Br:14])[c:5]([CH:11]([CH3:12])[CH3:13])[cH:6][c:7]1[CH:8]([CH3:9])[CH3:10].[CH3:16][O:17][CH2:18][Cl:19].[Cl-:20].[S:21]=[C:22]=[S:23]>>[Br:1][c:2]1[c:3]([OH:15])[c:4]([Br:14])[c:5]([CH:11]([CH3:12])[CH3:13])[c:6]([CH2:18][Cl:19])[c:7]1[CH:8]([CH3:9])[CH3:10]. Reactants: CC(C)(C)OC(=O)NC1COc2ccccc2NC1=O, O=C([O-])[O-], CN(C)C=O, O=C(CCl)OCc1ccccc1, [I-], [K+], [K+], [K+], O. The product is CC(C)(C)OC(=O)NC1COc2ccccc2N(CC(=O)OCc2ccccc2)C1=O. Reaction SMILES: [C:1]([CH3:2])([CH3:3])([CH3:4])[O:5][C:6](=[O:7])[NH:8][CH:9]1[CH2:10][O:11][c:12]2[c:13]([cH:17][cH:18][cH:19][cH:20]2)[NH:14][C:15]1=[O:16].[C:33](=[O:34])([O-:35])[O-:36].[CH3:41][N:42]([CH3:43])[CH:44]=[O:45].[Cl:21][CH2:22][C:23](=[O:24])[O:25][CH2:26][c:27]1[cH:28][cH:29][cH:30][cH:31][cH:32]1.[I-:40].[K+:37].[K+:38].[K+:39].[OH2:46]>>[C:1]([CH3:2])([CH3:3])([CH3:4])[O:5][C:6](=[O:7])[NH:8][CH:9]1[CH2:10][O:11][c:12]2[c:13]([cH:17][cH:18][cH:19][cH:20]2)[N:14]([CH2:22][C:23](=[O:24])[O:25][CH2:26][c:27]2[cH:28][cH:29][cH:30][cH:31][cH:32]2)[C:15]1=[O:16].